This data is from the Open Reaction Database (ORD), a public repository of structured organic reaction records. The task is: describe an organic reaction: reactants, conditions, products, and yield The reactants are CCOC(=O)C(OC)c1cccc2ncccc12, CCO, NN, O. Yields the product COC(C(=O)NN)c1cccc2ncccc12. RXN SMILES: [CH3:1][O:2][CH:3]([C:4](=[O:5])[O:6][CH2:7][CH3:8])[c:9]1[c:10]2[cH:11][cH:12][cH:13][n:14][c:15]2[cH:16][cH:17][cH:18]1.[CH3:22][CH2:23][OH:24].[NH2:20][NH2:21].[OH2:19]>>[CH3:1][O:2][CH:3]([C:4](=[O:5])[NH:20][NH2:21])[c:9]1[c:10]2[cH:11][cH:12][cH:13][n:14][c:15]2[cH:16][cH:17][cH:18]1. Reactants: COc1cc(NC(C)=O)cc(OC)c1C(C)=O, CCO, [K+], [OH-]. Yields the product COc1cc(N)cc(OC)c1C(C)=O. RXN SMILES: [C:1](=[O:2])([CH3:3])[NH:4][c:5]1[cH:6][c:7]([O:16][CH3:17])[c:8]([C:13]([CH3:14])=[O:15])[c:9]([O:11][CH3:12])[cH:10]1.[CH3:20][CH2:21][OH:22].[K+:19].[OH-:18]>>[NH2:4][c:5]1[cH:6][c:7]([O:16][CH3:17])[c:8]([C:13]([CH3:14])=[O:15])[c:9]([O:11][CH3:12])[cH:10]1. Starting materials: CC(C)(C)OC(=O)N1CCC(c2ncc(-c3ccc(Br)cc3)[nH]2)C1, CC(C)(C)OC(=O)N1CCCC1c1ncc(-c2ccc(B3OC(C)(C)C(C)(C)O3)cc2)[nH]1, COCCOC, [Na+], O=C([O-])O, O. Product: CC(C)(C)OC(=O)N1CCC(c2ncc(-c3ccc(-c4ccc(-c5cnc(C6CCCN6C(=O)OC(C)(C)C)[nH]5)cc4)cc3)[nH]2)C1. Reaction SMILES: [C:1]([CH3:2])([CH3:3])([CH3:4])[O:5][C:6](=[O:7])[N:8]1[CH2:9][CH:10]([c:13]2[nH:14][c:15](-[c:18]3[cH:19][cH:20][c:21]([Br:24])[cH:22][cH:23]3)[cH:16][n:17]2)[CH2:11][CH2:12]1.[C:25]([CH3:26])([CH3:27])([CH3:28])[O:29][C:30](=[O:31])[N:32]1[CH:33]([c:37]2[nH:38][c:39](-[c:42]3[cH:43][cH:44][c:45]([B:48]4[O:49][C:50]([CH3:51])([CH3:52])[C:53]([CH3:54])([CH3:55])[O:56]4)[cH:46][cH:47]3)[cH:40][n:41]2)[CH2:34][CH2:35][CH2:36]1.[CH3:62][O:63][CH2:64][CH2:65][O:66][CH3:67].[Na+:61].[O-:57][C:58]([OH:59])=[O:60].[OH2:68]>>[C:1]([CH3:2])([CH3:3])([CH3:4])[O:5][C:6](=[O:7])[N:8]1[CH2:9][CH:10]([c:13]2[nH:14][c:15](-[c:18]3[cH:19][cH:20][c:21](-[c:45]4[cH:44][cH:43][c:42](-[c:39]5[nH:38][c:37]([CH:33]6[N:32]([C:30]([O:29][C:25]([CH3:26])([CH3:27])[CH3:28])=[O:31])[CH2:36][CH2:35][CH2:34]6)[n:41][cH:40]5)[cH:47][cH:46]4)[cH:22][cH:23]3)[cH:16][n:17]2)[CH2:11][CH2:12]1.